Dataset: the Open Reaction Database (ORD), a public repository of structured organic reaction records. Task: describe an organic reaction: reactants, conditions, products, and yield Starting materials: CCOP(OCC)OCC, C1CCOC1, Fc1ccc(Cl)cc1CBr. Yields the product CCOP(=O)(Cc1cc(Cl)ccc1F)OCC. Reaction SMILES: [CH2:11]([CH3:12])[O:13][P:14]([O:15][CH2:16][CH3:17])[O:18][CH2:19][CH3:20].[CH2:21]1[O:22][CH2:23][CH2:24][CH2:25]1.[Cl:1][c:2]1[cH:3][cH:4][c:5]([F:10])[c:6]([CH2:7][Br:8])[cH:9]1>>[Cl:1][c:2]1[cH:3][cH:4][c:5]([F:10])[c:6]([CH2:7][P:14]([O:13][CH2:11][CH3:12])([O:15][CH2:16][CH3:17])=[O:18])[cH:9]1.